describe an organic reaction: reactants, conditions, products, and yield From a dataset of the Open Reaction Database (ORD), a public repository of structured organic reaction records. Reactants: O=C(NCC12CC3CC(CC(C3)C1)C2)c1cc(Br)ccc1Cl, [Li]C(C)(C)C, C1CO1, [Li]C, C1CCOC1. Product: O=C(NCC12CC3CC(CC(C3)C1)C2)c1cc(CCO)ccc1Cl. RXN SMILES: [Br:1][c:2]1[cH:3][cH:4][c:5]([Cl:22])[c:6]([C:7](=[O:8])[NH:9][CH2:10][C:11]23[CH2:12][CH:13]4[CH2:14][CH:15]([CH2:16][CH:17]([CH2:18]2)[CH2:19]4)[CH2:20]3)[cH:21]1.[C:25]([Li:26])([CH3:27])([CH3:28])[CH3:29].[CH2:30]1[CH2:31][O:32]1.[Li:23][CH3:24].[O:33]1[CH2:34][CH2:35][CH2:36][CH2:37]1>>[c:2]1([CH2:30][CH2:31][OH:32])[cH:3][cH:4][c:5]([Cl:22])[c:6]([C:7](=[O:8])[NH:9][CH2:10][C:11]23[CH2:12][CH:13]4[CH2:14][CH:15]([CH2:16][CH:17]([CH2:18]2)[CH2:19]4)[CH2:20]3)[cH:21]1. The reactants are CC1=C(C(=O)C2=C(C=C(C=C2C)C)C)C=C(C=C1)N1C=NC=C1 (2-methyl-5-(1-imidazolyl)-2',4',6'-trimethylbenzophenone), [BH4-].[Na+] (sodium borohydride). Solvent: C(C)O (ethanol), O (water). Conditions: temperature 50 celsius, time 10 hour. The product is CC1=C(C(=CC(=C1)C)C)C(O)C1=C(C=CC(=C1)N1C=NC=C1)C (α-(2,4,6-trimethylphenyl)-2-methyl-5-(1-imidazolyl)benzenemethanol). The yield is 78.9%. RXN SMILES: [CH3:1][C:2]1[CH:18]=[CH:17][C:16]([N:19]2[CH:23]=[CH:22][N:21]=[CH:20]2)=[CH:15][C:3]=1[C:4]([C:6]1[C:11]([CH3:12])=[CH:10][C:9]([CH3:13])=[CH:8][C:7]=1[CH3:14])=[O:5].[BH4-].[Na+]>C(O)C.O>[CH3:12][C:11]1[CH:10]=[C:9]([CH3:13])[CH:8]=[C:7]([CH3:14])[C:6]=1[CH:4]([C:3]1[CH:15]=[C:16]([N:19]2[CH:23]=[CH:22][N:21]=[CH:20]2)[CH:17]=[CH:18][C:2]=1[CH3:1])[OH:5] |f:1.2|. Procedure: To a suspension of 7.3 g of 2-methyl-5-(1-imidazolyl)-2',4',6'-trimethylbenzophenone in 50 ml of ethanol is added a solution of 1 g of sodium borohydride in 10 ml of water. After the mixture is stirred at 50° C. for 10 hours, the reaction mixture is poured into ice-cold water. The crystals precipitated are filtered off and recrystallized from ethanol to give 5.8 g of α-(2,4,6-trimethylphenyl)-2-methyl-5-(1-imidazolyl)benzenemethanol as white crystals, melting at 190°-191° C.